Dataset: the Open Reaction Database (ORD), a public repository of structured organic reaction records. Task: describe an organic reaction: reactants, conditions, products, and yield Product: CCOC(=O)c1cccc(C2=C(c3ccccc3OC)CCC2)c1. Reactants: O=C([O-])[O-], CCOC(=O)c1cccc(C2=C(Br)CCC2)c1, CCO, CCOCC, COc1ccccc1B(O)O, [K+], [K+], O, Cc1ccccc1, c1ccc(P(c2ccccc2)(c2ccccc2)[Pd](P(c2ccccc2)(c2ccccc2)c2ccccc2)(P(c2ccccc2)(c2ccccc2)c2ccccc2)P(c2ccccc2)(c2ccccc2)c2ccccc2)cc1. Reaction SMILES: [C:29](=[O:30])([O-:31])[O-:32].[CH2:12]([CH3:13])[O:14][C:15]([c:16]1[cH:17][c:18]([C:22]2=[C:23]([Br:27])[CH2:24][CH2:25][CH2:26]2)[cH:19][cH:20][cH:21]1)=[O:28].[CH2:35]([OH:36])[CH3:37].[CH2:46]([O:47][CH2:48][CH3:49])[CH3:50].[CH3:1][O:2][c:3]1[c:4]([B:9]([OH:10])[OH:11])[cH:5][cH:6][cH:7][cH:8]1.[K+:33].[K+:34].[OH2:45].[c:38]1([CH3:39])[cH:40][cH:41][cH:42][cH:43][cH:44]1.[cH:51]1[cH:52][cH:53][c:54]([P:55]([Pd:56]([P:57]([c:58]2[cH:59][cH:60][cH:61][cH:62][cH:63]2)([c:64]2[cH:65][cH:66][cH:67][cH:68][cH:69]2)[c:70]2[cH:71][cH:72][cH:73][cH:74][cH:75]2)([P:76]([c:77]2[cH:78][cH:79][cH:80][cH:81][cH:82]2)([c:83]2[cH:84][cH:85][cH:86][cH:87][cH:88]2)[c:89]2[cH:90][cH:91][cH:92][cH:93][cH:94]2)[P:95]([c:96]2[cH:97][cH:98][cH:99][cH:100][cH:101]2)([c:102]2[cH:103][cH:104][cH:105][cH:106][cH:107]2)[c:108]2[cH:109][cH:110][cH:111][cH:112][cH:113]2)([c:114]2[cH:115][cH:116][cH:117][cH:118][cH:119]2)[c:120]2[cH:121][cH:122][cH:123][cH:124][cH:125]2)[cH:126][cH:127]1>>[CH3:1][O:2][c:3]1[c:4]([C:23]2=[C:22]([c:18]3[cH:17][c:16]([C:15]([O:14][CH2:12][CH3:13])=[O:28])[cH:21][cH:20][cH:19]3)[CH2:26][CH2:25][CH2:24]2)[cH:5][cH:6][cH:7][cH:8]1. Reactants: C(C)(C)(C)OC(=O)N(CCC1=CC=C(C=C1)C1=CC(=C(C=C1)C(=O)OC)OC1CCCCC1)C[C@@H](C=1C=NC=CC1)O (methyl 4′-[2-[(tert-butoxycarbonyl)-[(2R)-2-hydroxy-2-(3-pyridyl)ethyl]amino]ethyl]-3-(cyclohexyloxy)-4-biphenylcarboxylate), N1C=NC=C1 (imidazole), C(C)(C)(C)[Si](Cl)(C)C (tert-butyldimethylchlorosilane), Cl (hydrochloric acid). The solvent is CN(C=O)C (N,N-dimethylformamide). Run at temperature 35 celsius, time 3.5 hour. The product is C(C)(C)(C)OC(=O)N(CCC1=CC=C(C=C1)C1=CC(=C(C=C1)C(=O)OC)OC1CCCCC1)C[C@@H](C=1C=NC=CC1)O[Si](C)(C)C(C)(C)C (methyl 4′-[2-[(tert-butoxycarbonyl)[(2R)-2-[[tert-butyl(dimethyl)silyl]oxy]-2-(3-pyridyl)ethyl]amino]ethyl]-3-(cyclohexyloxy)-4-biphenylcarboxylate). As a reaction SMILES: [C:1]([O:5][C:6]([N:8]([CH2:34][C@H:35]([OH:42])[C:36]1[CH:37]=[N:38][CH:39]=[CH:40][CH:41]=1)[CH2:9][CH2:10][C:11]1[CH:16]=[CH:15][C:14]([C:17]2[CH:22]=[CH:21][C:20]([C:23]([O:25][CH3:26])=[O:24])=[C:19]([O:27][CH:28]3[CH2:33][CH2:32][CH2:31][CH2:30][CH2:29]3)[CH:18]=2)=[CH:13][CH:12]=1)=[O:7])([CH3:4])([CH3:3])[CH3:2].N1C=CN=C1.[C:48]([Si:52]([CH3:55])([CH3:54])Cl)([CH3:51])([CH3:50])[CH3:49].Cl>CN(C)C=O>[C:1]([O:5][C:6]([N:8]([CH2:34][C@H:35]([O:42][Si:52]([C:48]([CH3:51])([CH3:50])[CH3:49])([CH3:55])[CH3:54])[C:36]1[CH:37]=[N:38][CH:39]=[CH:40][CH:41]=1)[CH2:9][CH2:10][C:11]1[CH:12]=[CH:13][C:14]([C:17]2[CH:22]=[CH:21][C:20]([C:23]([O:25][CH3:26])=[O:24])=[C:19]([O:27][CH:28]3[CH2:33][CH2:32][CH2:31][CH2:30][CH2:29]3)[CH:18]=2)=[CH:15][CH:16]=1)=[O:7])([CH3:4])([CH3:2])[CH3:3]. Procedure details: To a solution of methyl 4′-[2-[(tert-butoxycarbonyl)-[(2R)-2-hydroxy-2-(3-pyridyl)ethyl]amino]ethyl]-3-(cyclohexyloxy)-4-biphenylcarboxylate in N,N-dimethylformamide were added imidazole and tert-butyldimethylchlorosilane at room temperature. After stirring at room temperature for 15 minutes and at 35° C. for 3.5 hours. The reaction mixture was poured into 0.05N hydrochloric acid at room temperature. The products were extracted with ethyl acetate. The combined extracts were washed with water and... Reported procedure: 1-[4-Methyl-2-(4-trifluoromethyl-phenyl)-oxazol-5-yl]-ethanol (0.15 g, 0.553 mmol) and 3-(4-Hydroxy-2-methyl-phenyl)-propionic acid methyl ester (0.12 g, 0.610 mmol) are stirred in 10 mL toluene at 0° C. under a nitrogen atmosphere. Tri-n-butylphosphine (0.21 mL, 0.83 mmol) is added followed by 1,1′-(Azodicarbonyl)dipiperidine (0.21 g, 0.83 mmol). The mixture is allowed to stir at room temperature for 20 hr. The resulting slurry is concentrated under reduced pressure. 50 mL of a 1:1 solution of ... Run in C1(=CC=CC=C1)C (toluene). Reaction SMILES: [CH3:1][C:2]1[N:3]=[C:4]([C:10]2[CH:15]=[CH:14][C:13]([C:16]([F:19])([F:18])[F:17])=[CH:12][CH:11]=2)[O:5][C:6]=1[CH:7]([OH:9])[CH3:8].[CH3:20][O:21][C:22](=[O:33])[CH2:23][CH2:24][C:25]1[CH:30]=[CH:29][C:28](O)=[CH:27][C:26]=1[CH3:32].C(P(CCCC)CCCC)CCC.N(C(N1CCCCC1)=O)=NC(N1CCCCC1)=O>C1(C)C=CC=CC=1>[CH3:20][O:21][C:22](=[O:33])[CH2:23][CH2:24][C:25]1[CH:30]=[CH:29][C:28]([O:9][CH:7]([C:6]2[O:5][C:4]([C:10]3[CH:15]=[CH:14][C:13]([C:16]([F:19])([F:18])[F:17])=[CH:12][CH:11]=3)=[N:3][C:2]=2[CH3:1])[CH3:8])=[CH:27][C:26]=1[CH3:32]. The reactants are N(=NC(=O)N1CCCCC1)C(=O)N1CCCCC1 (1,1′-(Azodicarbonyl)dipiperidine), CC=1N=C(OC1C(C)O)C1=CC=C(C=C1)C(F)(F)F (1-[4-Methyl-2-(4-trifluoromethyl-phenyl)-oxazol-5-yl]-ethanol), COC(CCC1=C(C=C(C=C1)O)C)=O (3-(4-Hydroxy-2-methyl-phenyl)-propionic acid methyl ester), C(CCC)P(CCCC)CCCC (Tri-n-butylphosphine). Yields the product COC(CCC1=C(C=C(C=C1)OC(C)C1=C(N=C(O1)C1=CC=C(C=C1)C(F)(F)F)C)C)=O (3-(2-Methyl-4-{1-[4-methyl-2-(4-trifluoromethyl-phenyl)-oxazol-5-yl]-ethoxy}-phenyl)-propionic acid methyl ester). Run at time 20 hour. The reactants are BrC1=CC=2N(C(NC(C2S1)=O)(C)C)C (6-bromo-1,2,2-trimethyl-2,3-dihydrothieno[3,2-d]pyrimidin-4(1H)-one), CC1=NNC=C1B1OC(C(O1)(C)C)(C)C (3-methyl-4-(4,4,5,5-tetramethyl-[1,3,2]dioxaborolan-2-yl)-1H-pyrazole), C([O-])([O-])=O.[Cs+].[Cs+] (cesium carbonate), 1,1′-bis(diphenylphosphino)ferrocenepalladium (II) dichloride dichloromethane, 1,1′-bis(diphenylphosphino)ferrocenepalladium (II) dichloride dichloromethane, CC1=NNC=C1B1OC(C(O1)(C)C)(C)C (3-methyl-4-(4,4,5,5-tetramethyl-[1,3,2]dioxaborolan-2-yl)-1H-pyrazole), C(=O)([O-])[O-].[Cs+].[Cs+] (Cs2CO3). The solvent is O (water), COCCOC (1,2-dimethoxyethane), O (water), COCCOC (1,2-dimethoxyethane). The product is CN1C(NC(C2=C1C=C(S2)C=2C=NNC2C)=O)(C)C (1,2,2-trimethyl-6-(5-methyl-1H-pyrazol-4-yl)-2,3-dihydrothieno[3,2-d]pyrimidin-4(1H)-one). Isolated yield 38.1%. RXN SMILES: Br[C:2]1[S:10][C:9]2[C:8](=[O:11])[NH:7][C:6]([CH3:13])([CH3:12])[N:5]([CH3:14])[C:4]=2[CH:3]=1.[CH3:15][C:16]1[C:20](B2OC(C)(C)C(C)(C)O2)=[CH:19][NH:18][N:17]=1.C(=O)([O-])[O-].[Cs+].[Cs+]>O.COCCOC>[CH3:14][N:5]1[C:4]2[CH:3]=[C:2]([C:20]3[CH:19]=[N:18][NH:17][C:16]=3[CH3:15])[S:10][C:9]=2[C:8](=[O:11])[NH:7][C:6]1([CH3:13])[CH3:12] |f:2.3.4|. Procedure: A mixture of 6-bromo-1,2,2-trimethyl-2,3-dihydrothieno[3,2-d]pyrimidin-4(1H)-one (138 mg, 0.50 mmol), 3-methyl-4-(4,4,5,5-tetramethyl-[1,3,2]dioxaborolan-2-yl)-1H-pyrazole (208 mg, 1.00 mmol), cesium carbonate (489 mg, 1.50 mmol), 1,2-dimethoxyethane (5 mL) and water (1 mL) was purged with argon. Then, 1,1′-bis(diphenylphosphino)ferrocenepalladium (II) dichloride dichloromethane adduct (40.8 mg, 0.050 mmol) was added, and the mixture was purged with argon again. This mixture was refluxed for 18 ... Starting materials: CCO, CCCCCC, CCO, CCOC(=O)CCN(C)C(=O)c1ccc(NC(c2oc3ccc(F)cc3c2C)C2CCCC2)cc1, [Na+], C1CCOC1, [OH-]. The product is Cc1c(C(Nc2ccc(C(=O)N(C)CCC(=O)O)cc2)C2CCCC2)oc2ccc(F)cc12. As a reaction SMILES: [CH2:38]([OH:39])[CH3:40].[CH3:41][CH2:42][CH2:43][CH2:44][CH2:45][CH3:46].[CH3:47][CH2:48][OH:49].[CH:1]1([CH:6]([c:7]2[o:8][c:9]3[c:10]([c:11]2[CH3:12])[cH:13][c:14]([F:17])[cH:15][cH:16]3)[NH:18][c:19]2[cH:20][cH:21][c:22]([C:25](=[O:26])[N:27]([CH2:28][CH2:29][C:30](=[O:31])[O:32][CH2:33][CH3:34])[CH3:35])[cH:23][cH:24]2)[CH2:2][CH2:3][CH2:4][CH2:5]1.[Na+:37].[O:50]1[CH2:51][CH2:52][CH2:53][CH2:54]1.[OH-:36]>>[CH:1]1([CH:6]([c:7]2[o:8][c:9]3[c:10]([c:11]2[CH3:12])[cH:13][c:14]([F:17])[cH:15][cH:16]3)[NH:18][c:19]2[cH:20][cH:21][c:22]([C:25](=[O:26])[N:27]([CH2:28][CH2:29][C:30](=[O:31])[OH:32])[CH3:35])[cH:23][cH:24]2)[CH2:2][CH2:3][CH2:4][CH2:5]1.